From a dataset of the Open Reaction Database (ORD), a public repository of structured organic reaction records. describe an organic reaction: reactants, conditions, products, and yield Starting materials: C(C)(=O)O[BH-](OC(C)=O)OC(C)=O.C[N+](C)(C)C (Tetramethylammonium triacetoxyborohydride), C(=O)([O-])C(O)C(O)C(=O)[O-].[Na+].[Na+] (sodium tartrate), C[C@H](C(=O)N1C(OC[C@@H]1CC1=CC=CC=C1)=O)C([C@H]([C@@H](CC)O)C)=O ((4S)-N-[(2S,4S,5R)-2,4-dimethyl-5-hydroxy-3-oxoheptanoyl]-4-benzyl-2-oxazolidinone). Solvent: C(C)(=O)O (acetic acid), C(C)#N (acetonitrile). Run at time 30 minute. Product: C[C@H](C(=O)N1C(OC[C@@H]1CC1=CC=CC=C1)=O)[C@H]([C@H]([C@@H](CC)O)C)O ((4S)-N-[(2S,3S,4S,5R)-2,4-dimethyl-3,5-dihydroxyheptanoyl]-4-benzyl-2-oxazolidinone). Yield: 83.8%. RXN SMILES: C(O[BH-](OC(=O)C)OC(=O)C)(=O)C.C[N+](C)(C)C.[CH3:19][C@@H:20]([C:36](=[O:43])[C@@H:37]([CH3:42])[C@H:38]([OH:41])[CH2:39][CH3:40])[C:21]([N:23]1[C@@H:27]([CH2:28][C:29]2[CH:34]=[CH:33][CH:32]=[CH:31][CH:30]=2)[CH2:26][O:25][C:24]1=[O:35])=[O:22].C(C(C(C([O-])=O)O)O)([O-])=O.[Na+].[Na+]>C(O)(=O)C.C(#N)C>[CH3:19][C@@H:20]([C@@H:36]([OH:43])[C@@H:37]([CH3:42])[C@H:38]([OH:41])[CH2:39][CH3:40])[C:21]([N:23]1[C@@H:27]([CH2:28][C:29]2[CH:30]=[CH:31][CH:32]=[CH:33][CH:34]=2)[CH2:26][O:25][C:24]1=[O:35])=[O:22] |f:0.1,3.4.5|. Procedure details: Tetramethylammonium triacetoxyborohydride (2.89 g) was dissolved in a mixture of acetic acid (11 ml) and acetonitrile (11 ml), stirred for 30 minutes at ambient temperature, then cooled to −15° C. before addition of (4S)-N-[(2S,4S,5R)-2,4-dimethyl-5-hydroxy-3-oxoheptanoyl]-4-benzyl-2-oxazolidinone (0.764 g). After stirring for 4 hours, 34 ml of 0.5 M sodium tartrate was added and stirring was continued for an additional 3 hours. After extraction with 3 portions of CH2Cl2, the organic phases were... Reactants: aldehyde, C(C1=CC=CC=C1)N1C(=NC(=C1)C1=C(C=CC(=C1)F)F)[C@@H](C(C)(C)C)N ((R)-1-(1-benzyl-4-(2,5-difluorophenyl)-1H-imidazol-2-yl)-2,2-dimethylpropan-1-amine), [Si](C)(C)(C(C)(C)C)OC(CNC(OCC1=CC=CC=C1)=O)CO (benzyl 2-(tert-butyldimethylsilyloxy)-3-hydroxypropylcarbamate), N1=CC=CC=C1 (pyridine), CC(=O)OI1(C=2C=CC=CC2C(=O)O1)(OC(=O)C)OC(=O)C (Dess-Martin Periodinane), C(C)(=O)O[BH-](OC(C)=O)OC(C)=O.[Na+] (sodium triacetoxyborohydride). The solvent is ClCCl (dichloromethane), C(C)(=O)O (acetic acid), ClCCl (dichloromethane). Reaction conditions: time 3 hour. Product: C(C1=CC=CC=C1)N1C(=NC(=C1)C1=C(C=CC(=C1)F)F)[C@@H](C(C)(C)C)NC[C@@H](CNC(OCC1=CC=CC=C1)=O)O[Si](C)(C)C(C)(C)C (benzyl (S)-3-((R)-1-(1-benzyl-4-(2,5-difluorophenyl)-1H-imidazol-2-yl)-2,2-dimethylpropylamino)-2-(tert-butyldimethylsilyloxy)propylcarbamate), C(C1=CC=CC=C1)N1C(=NC(=C1)C1=C(C=CC(=C1)F)F)[C@@H](C(C)(C)C)NC[C@H](CNC(OCC1=CC=CC=C1)=O)O[Si](C)(C)C(C)(C)C (benzyl (R)-3-((R)-1-(1-benzyl-4-(2,5-difluorophenyl)-1H-imidazol-2-yl)-2,2-dimethylpropylamino)-2-(tert-butyldimethylsilyloxy)propylcarbamate). As a reaction SMILES: [Si:1]([O:8][CH:9]([CH2:22]O)[CH2:10][NH:11][C:12](=[O:21])[O:13][CH2:14][C:15]1[CH:20]=[CH:19][CH:18]=[CH:17][CH:16]=1)([C:4]([CH3:7])([CH3:6])[CH3:5])([CH3:3])[CH3:2].N1C=CC=CC=1.CC(OI1(OC(C)=O)(OC(C)=O)OC(=O)C2C=CC=CC1=2)=O.[CH2:52]([N:59]1[CH:63]=[C:62]([C:64]2[CH:69]=[C:68]([F:70])[CH:67]=[CH:66][C:65]=2[F:71])[N:61]=[C:60]1[C@H:72]([NH2:77])[C:73]([CH3:76])([CH3:75])[CH3:74])[C:53]1[CH:58]=[CH:57][CH:56]=[CH:55][CH:54]=1.C(O[BH-](OC(=O)C)OC(=O)C)(=O)C.[Na+]>ClCCl.C(O)(=O)C>[CH2:52]([N:59]1[CH:63]=[C:62]([C:64]2[CH:69]=[C:68]([F:70])[CH:67]=[CH:66][C:65]=2[F:71])[N:61]=[C:60]1[C@H:72]([NH:77][CH2:22][C@H:9]([O:8][Si:1]([C:4]([CH3:5])([CH3:6])[CH3:7])([CH3:2])[CH3:3])[CH2:10][NH:11][C:12](=[O:21])[O:13][CH2:14][C:15]1[CH:16]=[CH:17][CH:18]=[CH:19][CH:20]=1)[C:73]([CH3:75])([CH3:74])[CH3:76])[C:53]1[CH:54]=[CH:55][CH:56]=[CH:57][CH:58]=1.[CH2:52]([N:59]1[CH:63]=[C:62]([C:64]2[CH:69]=[C:68]([F:70])[CH:67]=[CH:66][C:65]=2[F:71])[N:61]=[C:60]1[C@H:72]([NH:77][CH2:22][C@@H:9]([O:8][Si:1]([C:4]([CH3:5])([CH3:6])[CH3:7])([CH3:2])[CH3:3])[CH2:10][NH:11][C:12](=[O:21])[O:13][CH2:14][C:15]1[CH:16]=[CH:17][CH:18]=[CH:19][CH:20]=1)[C:73]([CH3:75])([CH3:74])[CH3:76])[C:53]1[CH:54]=[CH:55][CH:56]=[CH:57][CH:58]=1 |f:4.5|. Reported procedure: To a solution of benzyl 2-(tert-butyldimethylsilyloxy)-3-hydroxypropylcarbamate (1.0 eq.) in dichloromethane (0.1 M) was added pyridine (5.0 eq.) and Dess-Martin Periodinane® (1.5 eq.) at 0° C. The reaction mixture was stirred for 3 h and quenched with 5% NaHCO3 aqueous solution and 1.0 M aqueous Na2S2O3 solution. After stirred for 1 h, the organic layer was separated, washed with water and brine, dried, and concentrated. The crude aldehyde was added to a solution of (R)-1-(1-benzyl-4-(2,5-diflu... Starting materials: O=Cc1ccc(O)cc1O, ClCCl, O=S(=O)(OS(=O)(=O)C(F)(F)F)C(F)(F)F, c1ccncc1. The product is O=Cc1ccc(OS(=O)(=O)C(F)(F)F)cc1O. Reaction SMILES: [CH:16](=[O:17])[c:18]1[cH:19][cH:20][c:21]([OH:22])[cH:23][c:24]1[OH:25].[Cl:32][CH2:33][Cl:34].[F:1][C:2]([F:3])([F:4])[S:5](=[O:6])(=[O:7])[O:8][S:9]([C:10]([F:11])([F:12])[F:13])(=[O:14])=[O:15].[cH:26]1[cH:27][cH:28][n:29][cH:30][cH:31]1>>[F:1][C:2]([F:3])([F:4])[S:5](=[O:6])(=[O:7])[O:8][c:21]1[cH:20][cH:19][c:18]([CH:16]=[O:17])[c:24]([OH:25])[cH:23]1. Reactants: C1CCOC1, C[Si](C)(C)[N-][Si](C)(C)C, Cc1ccncc1C, [Cl-], [Li+], [NH4+], CCOC(=O)c1ccco1. Product: Cc1cnccc1CC(=O)c1ccco1. Reaction SMILES: [CH2:31]1[O:32][CH2:33][CH2:34][CH2:35]1.[CH3:19][Si:20]([CH3:21])([CH3:22])[N-:23][Si:24]([CH3:25])([CH3:26])[CH3:27].[CH3:1][c:2]1[cH:3][n:4][cH:5][cH:6][c:7]1[CH3:8].[Cl-:29].[Li+:28].[NH4+:30].[o:9]1[c:10]([C:14](=[O:15])[O:16][CH2:17][CH3:18])[cH:11][cH:12][cH:13]1>>[CH3:1][c:2]1[cH:3][n:4][cH:5][cH:6][c:7]1[CH2:8][C:14]([c:10]1[o:9][cH:13][cH:12][cH:11]1)=[O:15]. Starting materials: CC(=O)OCc1cnc(CNC(=O)OC(C)(C)C)s1, O=C(O)C(F)(F)F. Yields the product CC(=O)OCc1cnc(CNC=O)s1. RXN SMILES: [C:8]([CH3:9])(=[O:10])[O:11][CH2:12][c:13]1[cH:14][n:15][c:16]([CH2:18][NH:19][C:20](=[O:21])[O:22][C:23]([CH3:24])([CH3:25])[CH3:26])[s:17]1.[OH:1][C:2]([C:3]([F:4])([F:5])[F:6])=[O:7]>>[C:8]([CH3:9])(=[O:10])[O:11][CH2:12][c:13]1[cH:14][n:15][c:16]([CH2:18][NH:19][CH:20]=[O:21])[s:17]1. The reactants are O=C([O-])O, CS(=O)(=O)OC1CCC(OCCc2ccccc2)C(F)C1, CCOC(C)=O, CCCCCC, CN(C)C=O, [N-]=[N+]=[N-], [Na+], [Na+]. The product is [N-]=[N+]=NC1CCC(OCCc2ccccc2)C(F)C1. RXN SMILES: [C:31](=[O:32])([OH:33])[O-:34].[CH3:10][S:11]([O:12][CH:15]1[CH2:16][CH:17]([F:30])[CH:18]([O:21][CH2:22][CH2:23][c:24]2[cH:25][cH:26][cH:27][cH:28][cH:29]2)[CH2:19][CH2:20]1)(=[O:13])=[O:14].[CH3:36][CH2:37][O:38][C:39](=[O:40])[CH3:41].[CH3:42][CH2:43][CH2:44][CH2:45][CH2:46][CH3:47].[CH3:5][N:6]([CH3:7])[CH:8]=[O:9].[N-:2]=[N+:3]=[N-:4].[Na+:1].[Na+:35]>>[N:2](=[N+:3]=[N-:4])[CH:15]1[CH2:16][CH:17]([F:30])[CH:18]([O:21][CH2:22][CH2:23][c:24]2[cH:25][cH:26][cH:27][cH:28][cH:29]2)[CH2:19][CH2:20]1. The reactants are Cl.CNC (dimethylamine hydrochloride), C(C)(C)N(CC)C(C)C (Diisopropylethylamine), CC1=NN=C2N1N=C(C=C2)C2=CC(=CC=C2)N (3-methyl-6-[3-(amino)phenyl]-1,2,4-triazolo[4,3-b]pyridazine), C(C)(C)N(CC)C(C)C (diisopropylethylamine), ClC(=O)OC(Cl)(Cl)Cl (trichloromethyl chloroformate), C([O-])(O)=O.[Na+] (sodium bicarbonate). The solvent is ClCCl (dichloromethane). Conditions: time 1 hour. Product: CN(C(=O)NC1=CC(=CC=C1)C=1C=CC=2N(N1)C(=NN2)C)C (N,N-Dimethyl-N'-[3-(3-methyl-1,2,4-triazolo[4,3-b]pyridazin-6-yl)phenyl]urea). RXN SMILES: [CH3:1][C:2]1[N:6]2[N:7]=[C:8]([C:11]3[CH:16]=[CH:15][CH:14]=[C:13]([NH2:17])[CH:12]=3)[CH:9]=[CH:10][C:5]2=[N:4][N:3]=1.[CH:18]([N:21]([CH:24](C)C)[CH2:22]C)(C)C.ClC(OC(Cl)(Cl)Cl)=[O:29].Cl.CNC.C(=O)(O)[O-].[Na+]>ClCCl>[CH3:18][N:21]([CH3:24])[C:22]([NH:17][C:13]1[CH:14]=[CH:15][CH:16]=[C:11]([C:8]2[CH:9]=[CH:10][C:5]3[N:6]([C:2]([CH3:1])=[N:3][N:4]=3)[N:7]=2)[CH:12]=1)=[O:29] |f:3.4,5.6|. Procedure details: To a soluton of 1.9 g of 3-methyl-6-[3-(amino)phenyl]-1,2,4-triazolo[4,3-b]pyridazine and 1.6 of diisopropylethylamine in dichloromethane was added 1.67 g of trichloromethyl chloroformate. This mixture was stirred for 1 hour, then two equivalents of dimethylamine hydrochloride were added. Diisopropylethylamine was added until solution was complete then the mixture was stirred for 1 hour, poured into saturated aqueous sodium bicarbonate and extracted with dichloromethane. The extracts were combin... The reactants are ClC1=CC(=NC2=CC=CC=C12)C1=CC=C(C=C1)OC (4-chloro-2-(4-methoxy-phenyl)-quinoline), NCC(CN1CCCCC1)O ((RS)-1-amino-3-piperidin-1-yl-propan-2-ol). Product: Cl.COC1=CC=C(C=C1)C1=NC2=CC=CC=C2C(=C1)NCC(CN1CCCCC1)O ((RS)-1-[2-(4-Methoxy-phenyl)-quinolin-4-ylamino]-3-piperidin-1-yl-propan-2-ol hydrochloride). RXN SMILES: [Cl:1][C:2]1[C:11]2[C:6](=[CH:7][CH:8]=[CH:9][CH:10]=2)[N:5]=[C:4]([C:12]2[CH:17]=[CH:16][C:15]([O:18][CH3:19])=[CH:14][CH:13]=2)[CH:3]=1.[NH2:20][CH2:21][CH:22]([OH:30])[CH2:23][N:24]1[CH2:29][CH2:28][CH2:27][CH2:26][CH2:25]1>>[ClH:1].[CH3:19][O:18][C:15]1[CH:16]=[CH:17][C:12]([C:4]2[CH:3]=[C:2]([NH:20][CH2:21][CH:22]([OH:30])[CH2:23][N:24]3[CH2:25][CH2:26][CH2:27][CH2:28][CH2:29]3)[C:11]3[C:6](=[CH:7][CH:8]=[CH:9][CH:10]=3)[N:5]=2)=[CH:13][CH:14]=1 |f:2.3|. Procedure details: The title compound, m.p. 269-272° C., and MS: m/e=392.3 (M+H+), was prepared from 4-chloro-2-(4-methoxy-phenyl)-quinoline and (RS)-1-amino-3-piperidin-1-yl-propan-2-ol.